From a dataset of the Open Reaction Database (ORD), a public repository of structured organic reaction records. describe an organic reaction: reactants, conditions, products, and yield The reactants are ClC1=C(C=C(C(=C1)Cl)O)C=1C(N(C(=CN1)C(F)(F)F)C)=O (3-(2,4-dichloro-5-hydroxyphenyl)-1-methyl-6-trifluoromethyl-2-oxo-1,2-dihydropyrazine), ClC1=C(C=C(C(=C1)Cl)O)C=1C(N(C(=CN1)C(F)(F)F)C)=O (3-(2,4-dichloro-5-hydroxyphenyl)-1-methyl-6-trifluoromethyl-2-oxo-1,2-dihydropyrazine), C([O-])([O-])=O.[K+].[K+] (potassium carbonate), BrC(C#C)C (3-bromo-1-butyne), O (water). The solvent is CN(C=O)C (N,N-dimethylformamide). Run at time 1 hour. Product: ClC1=C(C=C(C(=C1)Cl)OC(C)C#C)C=1C(N(C(=CN1)C(F)(F)F)C)=O (3-{2,4-dichloro-5-(3-butyn-2-yloxy)phenyl}-1-methyl-6-trifluoromethyl-2-oxo-1,2-dihydropyrazine). The yield is 91.9%. As a reaction SMILES: [Cl:1][C:2]1[CH:7]=[C:6]([Cl:8])[C:5]([OH:9])=[CH:4][C:3]=1[C:10]1[C:11](=[O:21])[N:12]([CH3:20])[C:13]([C:16]([F:19])([F:18])[F:17])=[CH:14][N:15]=1.C(=O)([O-])[O-].[K+].[K+].Br[CH:29]([CH3:32])[C:30]#[CH:31].O>CN(C)C=O>[Cl:1][C:2]1[CH:7]=[C:6]([Cl:8])[C:5]([O:9][CH:30]([C:29]#[CH:32])[CH3:31])=[CH:4][C:3]=1[C:10]1[C:11](=[O:21])[N:12]([CH3:20])[C:13]([C:16]([F:18])([F:17])[F:19])=[CH:14][N:15]=1 |f:1.2.3|. Reported procedure: First, 150 mg of 3-(2,4-dichloro-5-hydroxyphenyl)-1-methyl-6-trifluoromethyl-2-oxo-1,2-dihydropyrazine (present compound 1-357) was dissolved in 0.90 ml of N,N-dimethylformamide, to which 92 mg of potassium carbonate and 65 mg of 3-bromo-1-butyne were added, and the mixture was stirred at room temperature for 1 hour. After completion of the reaction, the reaction mixture was poured into water, followed by extraction with ethyl acetate. The organic layer was washed with saturated sodium chloride ... Starting materials: CC1=C(OC2=C1C=CC=C2)C(=O)O (3-methyl-benzofuran-2-carboxylic acid), B.C1CCOC1 (BH3.THF). The solvent is O (water), C1CCOC1 (THF). Run at time 12 hour. Yields the product CC1=C(OC2=C1C=CC=C2)CO ((3-methyl-benzofuran-2-yl)-methanol). The yield is 86.5%. Reaction SMILES: [CH3:1][C:2]1[C:6]2[CH:7]=[CH:8][CH:9]=[CH:10][C:5]=2[O:4][C:3]=1[C:11](O)=[O:12].B.C1COCC1>C1COCC1.O>[CH3:1][C:2]1[C:6]2[CH:7]=[CH:8][CH:9]=[CH:10][C:5]=2[O:4][C:3]=1[CH2:11][OH:12] |f:1.2|. Procedure: A solution of 3-methyl-benzofuran-2-carboxylic acid (2.0 g, 11.4 mmol, 1 eq) in 60 mL of THF under nitrogen was placed in water bath. Then 30 mL of BH3.THF (1.0 M in THF, 30 mmol, 2.6 eq) was added dropwise. The reaction mixture was allowed to stir at room temperature for 12 h. Then the reaction was quenched with methanol (10 mL). Solvent was removed in vacuo and the residue was subjected to column chromatography eluting with 20% ethyl acetate/hexane to give (3-methyl-benzofuran-2-yl)-methanol (... Starting materials: BrC1=CN=C(C=2N1C=NN2)N2CCN(CC2)C(=O)OC(C)(C)C (tert-butyl 4-(5-bromo-[1,2,4]triazolo[4,3-a]pyrazin-8-yl)piperazine-1-carboxylate), C(CC(C)C)B(O)O (isopentylboronic acid), C(=O)([O-])[O-].[K+].[K+] (K2CO3). The reagents and catalysts are C=1C=CC(=CC1)[P](C=2C=CC=CC2)(C=3C=CC=CC3)[Pd]([P](C=4C=CC=CC4)(C=5C=CC=CC5)C=6C=CC=CC6)([P](C=7C=CC=CC7)(C=8C=CC=CC8)C=9C=CC=CC9)[P](C=1C=CC=CC1)(C=1C=CC=CC1)C=1C=CC=CC1 (Pd(PPh3)4). The solvent is C1(=CC=CC=C1)C (toluene). Conditions: temperature 100 celsius. The product is C(CC(C)C)C1=CN=C(C=2N1C=NN2)N2CCN(CC2)C(=O)OC(C)(C)C (tert-butyl 4-(5-isopentyl-[1,2,4]triazolo[4,3-a]pyrazin-8-yl)piperazine-1-carboxylate). Isolated yield 44.0%. As a reaction SMILES: Br[C:2]1[N:7]2[CH:8]=[N:9][N:10]=[C:6]2[C:5]([N:11]2[CH2:16][CH2:15][N:14]([C:17]([O:19][C:20]([CH3:23])([CH3:22])[CH3:21])=[O:18])[CH2:13][CH2:12]2)=[N:4][CH:3]=1.[CH2:24](B(O)O)[CH2:25][CH:26]([CH3:28])[CH3:27].C([O-])([O-])=O.[K+].[K+]>C1C=CC([P]([Pd]([P](C2C=CC=CC=2)(C2C=CC=CC=2)C2C=CC=CC=2)([P](C2C=CC=CC=2)(C2C=CC=CC=2)C2C=CC=CC=2)[P](C2C=CC=CC=2)(C2C=CC=CC=2)C2C=CC=CC=2)(C2C=CC=CC=2)C2C=CC=CC=2)=CC=1.C1(C)C=CC=CC=1>[CH2:24]([C:2]1[N:7]2[CH:8]=[N:9][N:10]=[C:6]2[C:5]([N:11]2[CH2:16][CH2:15][N:14]([C:17]([O:19][C:20]([CH3:23])([CH3:22])[CH3:21])=[O:18])[CH2:13][CH2:12]2)=[N:4][CH:3]=1)[CH2:25][CH:26]([CH3:28])[CH3:27] |f:2.3.4,^1:41,43,62,81|. Reported procedure: A 50 mL round bottom flask was charged with tert-butyl 4-(5-bromo-[1,2,4]triazolo[4,3-a]pyrazin-8-yl)piperazine-1-carboxylate (1.0 g, 2.61 mmol), isopentylboronic acid (484 mg, 4.18 mmol), Pd(PPh3)4 (300 mg, 0.261 mmol), 2 M aqueous K2CO3 (2.6 mL, 5.2 mmol) and toluene (15 mL) under N2. The resulting mixture was heated under N2 at 100° C. overnight. Work-up: the reaction mixture was filtered. The filter cake was washed with EtOAc (10 mL) and the filtrate was extracted with more EtOAc (10 mL×3). ... The reactants are C1(C(OBO1)(C)C)(C)C, c1(cc(ncc1)Cl)C(OC)=O. The reagents and catalysts are c1ccc(cc1)-c2c3ccccc3cc4ccccc24 (9-Phenylanthracene), N(CCN(C)C)(C)C (TMEDA), [Ir-]12[Ir-]([O+]1C)[O+]2C.C1=CCCC=CCC1.C1=CCCC=CCC1 ([Ir(OMe)(COD)]2). The solvent is CC(C)(C)OC (tBME). Conditions: temperature 25 celsius, time 18 hour. Product: COC(=O)c1cc(Cl)nc(c1)B2OC(C)(C)C(C)(C)O2. As a reaction SMILES: [CH3:1][O:2][C:3]([c:5]1[cH:11][c:9]([Cl:10])[n:8][cH:7][cH:6]1)=[O:4].[CH3:12][C:13]1([C:18]([CH3:20])([CH3:19])[O:17][BH:16][O:15]1)[CH3:14]>>[CH3:1][O:2][C:3]([c:5]1[cH:6][c:7]([B:16]2[O:17][C:18]([CH3:20])([CH3:19])[C:13]([CH3:14])([CH3:12])[O:15]2)[n:8][c:9]([Cl:10])[cH:11]1)=[O:4]. Reactants: O=C([O-])O, C1CCOC1, CCOC(C)=O, CCCCOc1nccc2nc(OS(=O)(=O)C(F)(F)F)c3ccncc3c12, NCc1ccccc1, [Na+]. The product is CCCCOc1nccc2nc(NCc3ccccc3)c3ccncc3c12. As a reaction SMILES: [C:36](=[O:37])([O-:38])[OH:39].[CH2:41]1[O:42][CH2:43][CH2:44][CH2:45]1.[CH3:46][CH2:47][O:48][C:49](=[O:50])[CH3:51].[F:1][C:2]([F:3])([F:4])[S:5]([O:6][c:7]1[n:8][c:9]2[cH:10][cH:11][n:12][c:13]([O:21][CH2:22][CH2:23][CH2:24][CH3:25])[c:14]2[c:15]2[c:16]1[cH:17][cH:18][n:19][cH:20]2)(=[O:26])=[O:27].[NH2:28][CH2:29][c:30]1[cH:31][cH:32][cH:33][cH:34][cH:35]1.[Na+:40]>>[c:7]1([NH:28][CH2:29][c:30]2[cH:31][cH:32][cH:33][cH:34][cH:35]2)[n:8][c:9]2[cH:10][cH:11][n:12][c:13]([O:21][CH2:22][CH2:23][CH2:24][CH3:25])[c:14]2[c:15]2[c:16]1[cH:17][cH:18][n:19][cH:20]2. The reactants are [OH-].[K+] (KOH), Cl (HCl), N1(C=NC=C1)CCOC1=CC=C(C=C1)CC(=O)[O-] (2-(4-(2-(1H-imidazol-1-yl)ethoxy)phenyl)acetate), crude product. Run in CCOC(=O)C (EtOAc), C1CCOC1.O (THF water), CCOC(=O)C (EtOAc). Conditions: time 8 hour. Product: N1(C=NC=C1)CCOC1=CC=C(C=C1)CC(=O)O (2-(4-(2-(1H-Imidazol-1-yl)ethoxy)phenyl)acetic acid). RXN SMILES: [N:1]1([CH2:6][CH2:7][O:8][C:9]2[CH:14]=[CH:13][C:12]([CH2:15][C:16]([O-:18])=[O:17])=[CH:11][CH:10]=2)[CH:5]=[CH:4][N:3]=[CH:2]1.[OH-].[K+].Cl>C1COCC1.O.CCOC(C)=O>[N:1]1([CH2:6][CH2:7][O:8][C:9]2[CH:14]=[CH:13][C:12]([CH2:15][C:16]([OH:18])=[O:17])=[CH:11][CH:10]=2)[CH:5]=[CH:4][N:3]=[CH:2]1 |f:1.2,4.5|. Procedure: To a stirring mixture of 2-(4-(2-(1H-imidazol-1-yl)ethoxy)phenyl)acetate (240 mg) in THF/water (3.3 mL, 10:1) was added fine powder KOH (77 mg). The reaction mixture was stirred at rt overnight. The crude product mixture was acidified with 1.0 N HCl and diluted with EtOAc. A normal aqueous workup with EtOAc was followed. The organic layers were dried over MgSO4, filtered, and concentrated under reduce pressure. The crude acid was taken directly to the next reaction without further purification. ... The reactants are CCO, Cc1ccccc1, COCCN(Cc1cnc(-c2cc3nccc(Oc4ccc(N)cc4F)c3s2)n1C)C(=O)OC(C)(C)C, O=C(Cc1ccccc1)N=C=S. Product: COCCN(Cc1cnc(-c2cc3nccc(Oc4ccc(NC(=S)NC(=O)Cc5ccccc5)cc4F)c3s2)n1C)C(=O)OC(C)(C)C. As a reaction SMILES: [CH3:50][CH2:51][OH:52].[CH3:53][c:54]1[cH:55][cH:56][cH:57][cH:58][cH:59]1.[NH2:1][c:2]1[cH:3][c:4]([F:37])[c:5]([O:6][c:7]2[c:8]3[c:9]([n:10][cH:11][cH:12]2)[cH:13][c:14](-[c:16]2[n:17]([CH3:34])[c:18]([CH2:21][N:22]([C:23]([O:24][C:25]([CH3:26])([CH3:27])[CH3:28])=[O:29])[CH2:30][CH2:31][O:32][CH3:33])[cH:19][n:20]2)[s:15]3)[cH:35][cH:36]1.[c:38]1([CH2:44][C:45](=[O:46])[N:47]=[C:48]=[S:49])[cH:39][cH:40][cH:41][cH:42][cH:43]1>>[NH:1]([c:2]1[cH:3][c:4]([F:37])[c:5]([O:6][c:7]2[c:8]3[c:9]([n:10][cH:11][cH:12]2)[cH:13][c:14](-[c:16]2[n:17]([CH3:34])[c:18]([CH2:21][N:22]([C:23]([O:24][C:25]([CH3:26])([CH3:27])[CH3:28])=[O:29])[CH2:30][CH2:31][O:32][CH3:33])[cH:19][n:20]2)[s:15]3)[cH:35][cH:36]1)[C:48]([NH:47][C:45]([CH2:44][c:38]1[cH:39][cH:40][cH:41][cH:42][cH:43]1)=[O:46])=[S:49]. The solvent is C(Cl)Cl (methylene chloride), C(Cl)Cl (Methylene chloride). Starting materials: C(C)(C)(C)OC(=O)N(C)[C@@H](C(=O)O)CC1=CC2=CC=CC=C2C=C1 ((2R)-2-(N-tert-butoxycarbonyl-N-methylamino)-3-(2-naphthyl)propionic acid), CN(N(C([C@@H](CC1=CC=CC=C1)NC)=O)C)C ((2R)-2-methylamino-3-phenylpropionic acid trimethylhydrazide), C(C)(C)N(CC)C(C)C (diisopropylethylamine), ON1N=NC2=C1N=CC=C2 (1-hydroxy-7-azabenzotriazole), Cl.C(C)N=C=NCCCN(C)C (1-ethyl-3-(3-dimethylaminopropyl)carbodiimide hydrochloride). Product: C(C)(C)(C)OC(N([C@H](CC1=CC2=CC=CC=C2C=C1)C(N([C@H](CC1=CC=CC=C1)C(=O)N(N(C)C)C)C)=O)C)=O (N-methyl-N-((1R)-1-(N-methyl-N-[(1R)-2-phenyl-1-(N,N',N'-trimethylhydrazinocarbonyl)ethyl]carbamoyl)-2-(2-naphthyl)ethyl)carbamic acid tert-butyl ester). Reported procedure: Then (2R)-2-(N-tert-butoxycarbonyl-N-methylamino)-3-(2-naphthyl)propionic acid (0.35 g, 1.07 mmol) was dissolved in methylene chloride (20 ml) and a mixture of 1-hydroxy-7-azabenzotriazole (0.15 g, 1.07 mmol) and 1-ethyl-3-(3-dimethylaminopropyl)carbodiimide hydrochloride (0.21 g, 1.07 mmol) was added and stirred for 30 min. Then a mixture of (2R)-2-methylamino-3-phenylpropionic acid trimethylhydrazide (0.21 g, 0.89 mmol) and diisopropylethylamine (0.20 ml) was added and the mixture was stirred ... Isolated yield 88.4%. Reaction SMILES: [C:1]([O:5][C:6]([N:8]([C@H:10]([CH2:14][C:15]1[CH:24]=[CH:23][C:22]2[C:17](=[CH:18][CH:19]=[CH:20][CH:21]=2)[CH:16]=1)[C:11]([OH:13])=O)[CH3:9])=[O:7])([CH3:4])([CH3:3])[CH3:2].ON1C2N=CC=CC=2N=N1.Cl.C(N=C=NCCCN(C)C)C.[CH3:47][N:48]([CH3:63])[N:49]([CH3:62])[C:50](=[O:61])[C@H:51]([NH:59][CH3:60])[CH2:52][C:53]1[CH:58]=[CH:57][CH:56]=[CH:55][CH:54]=1.C(N(C(C)C)CC)(C)C>C(Cl)Cl>[C:1]([O:5][C:6](=[O:7])[N:8]([CH3:9])[C@@H:10]([C:11](=[O:13])[N:59]([CH3:60])[C@@H:51]([C:50]([N:49]([CH3:62])[N:48]([CH3:63])[CH3:47])=[O:61])[CH2:52][C:53]1[CH:58]=[CH:57][CH:56]=[CH:55][CH:54]=1)[CH2:14][C:15]1[CH:24]=[CH:23][C:22]2[C:17](=[CH:18][CH:19]=[CH:20][CH:21]=2)[CH:16]=1)([CH3:2])([CH3:3])[CH3:4] |f:2.3|. Run at time 30 minute.